Dataset: the Open Reaction Database (ORD), a public repository of structured organic reaction records. Task: describe an organic reaction: reactants, conditions, products, and yield Starting materials: ClC1=C(C(=CC=C1F)Cl)C(C)OC=1C(=NC=CC1)[N+](=O)[O-] (3-(1-(2,6-dichloro-3-fluorophenyl)ethoxy)-2-nitropyridine), Cl (HCl). Reagents/catalysts: [Fe] (iron). The solvent is C(C)O (ethanol). Conditions: temperature 85 celsius, time 15 minute. Product: ClC1=C(C(=CC=C1F)Cl)C(C)OC=1C(=NC=CC1)N (3-(1-(2,6-dichloro-3-fluorophenyl)ethoxy)-2-aminopyridine). Isolated yield 94.0%. RXN SMILES: [Cl:1][C:2]1[C:7]([F:8])=[CH:6][CH:5]=[C:4]([Cl:9])[C:3]=1[CH:10]([O:12][C:13]1[C:14]([N+:19]([O-])=O)=[N:15][CH:16]=[CH:17][CH:18]=1)[CH3:11].Cl>C(O)C.[Fe]>[Cl:1][C:2]1[C:7]([F:8])=[CH:6][CH:5]=[C:4]([Cl:9])[C:3]=1[CH:10]([O:12][C:13]1[C:14]([NH2:19])=[N:15][CH:16]=[CH:17][CH:18]=1)[CH3:11]. Reported procedure: 3-(1-(2,6-dichloro-3-fluorophenyl)ethoxy)-2-nitropyridine (56.7 g, 171 mmol) was dissolved in ethanol (354 mL), 2N HCl (35.4 mL) was added, and iron powder (67.0 g, 1196 mmol) was added portionwise under the cooling of ice bath. After 15 min, it was warmed to 85° C. After 1 h, the reaction liquid was cooled to room temperature, to which was added diatomaceous earth (85 g). After stirring for 15 min, the reaction liquid was sucking filtered using diatomaceous earth. The filtrate was evaporated to... Product: FC1C(N(C2=C(C(=N1)C1=C(C=CC=C1)Cl)C=C(C=C2)Cl)C)=O (3-fluoro-7-chloro-5-(2-chlorophenyl)-1,3-dihydro-1-methyl-2H-1,4-benzodiazepin-2-one). Solvent: C1=CC=CC=C1 (benzene), O1CCCC1 (tetrahydrofuran). Starting materials: crude product, CCCCCC (n-hexane), FC1C(NC2=C(C(=N1)C1=C(C=CC=C1)Cl)C=C(C=C2)Cl)=O (3-fluoro-7-chloro-5-(2-chlorophenyl)-1,3-dihydro-2H-1,4-benzodiazepin-2-one), CI (methyl iodide), O (water). Reaction SMILES: [F:1][CH:2]1[N:8]=[C:7]([C:9]2[CH:14]=[CH:13][CH:12]=[CH:11][C:10]=2[Cl:15])[C:6]2[CH:16]=[C:17]([Cl:20])[CH:18]=[CH:19][C:5]=2[NH:4][C:3]1=[O:21].CI.O.[CH3:25]CCCCC>O1CCCC1.C1C=CC=CC=1>[F:1][CH:2]1[N:8]=[C:7]([C:9]2[CH:14]=[CH:13][CH:12]=[CH:11][C:10]=2[Cl:15])[C:6]2[CH:16]=[C:17]([Cl:20])[CH:18]=[CH:19][C:5]=2[N:4]([CH3:25])[C:3]1=[O:21]. Procedure details: Sodium hydride (0.25 g of 50% mineral oil emulsion washed twice with tetrahydrofuran, 0.0050 mole) in 10 ml tetrahydrofuran was added portionwise at ambient temperature to a well stirred solution of 1.7 g (0.0053 mole) 3-fluoro-7-chloro-5-(2-chlorophenyl)-1,3-dihydro-2H-1,4-benzodiazepin-2-one and 5.6 g (0.039 mole) methyl iodide in 50 ml tetrahydrofuran under nitrogen. The solution was stirred 2 hr at room temperature, then poured into 100 ml water. The product was extracted with methylene chlo... Reaction conditions: time 2 hour. Product: IC=1OC(=CC1)C=CC=1C=NC=CC1 (2-iodo-5-[2-{3-pyridyl}ethenyl]furan). RXN SMILES: [N:1]1[CH:6]=[CH:5][CH:4]=[C:3]([CH:7]=[CH:8][C:9]2[O:10][CH:11]=[CH:12][CH:13]=2)[CH:2]=1.C([N-]C(C)C)(C)C.[Li+].[I:22]I>C1COCC1>[I:22][C:11]1[O:10][C:9]([CH:8]=[CH:7][C:3]2[CH:2]=[N:1][CH:6]=[CH:5][CH:4]=2)=[CH:13][CH:12]=1 |f:1.2|. The yield is 67.3%. The reactants are N1=CC(=CC=C1)C=CC=1OC=CC1 (2-[2-{3-pyridyl}ethenyl]furan), II (iodine), C(C)(C)[N-]C(C)C.[Li+] (lithium diisopropylamide). Reported procedure: To a stirred -78° C. solution of 2-[2-{3-pyridyl}ethenyl]furan (0.95 g, 5.5 mmol), prepared as in step 4, in THF (25 mL) was added lithium diisopropylamide (4 mL, 6 mmol, 1.5M in hexanes). The cold reaction mixture was stirred 1 hour, followed by the addition of a THF (3 mL) solution of iodine (1.39 g, 5.5 mmol). The ice bath was removed and the reaction mixture allowed to stir at ambient temperature overnight. Saturated NH4Cl was added and the mixture diluted with ether. The organic layer was w... Run in C1CCOC1 (THF), C1CCOC1 (THF). Reaction conditions: time 1 hour. Reactants: NC=1C=C(C=CC1)C#CC=1C=NC=C(C(=O)OC)C1 (methyl 5-((3-aminophenyl)ethynyl)nicotinate), CC=1C=C(C(=O)O)C=CC1 (3-methylbenzoic acid). The product is CC=1C=C(C(=O)NC=2C=C(C=CC2)C#CC=2C=NC=C(C(=O)OC)C2)C=CC1 (Methyl 5-((3-(3-methylbenzamido)phenyl)ethynyl)nicotinate). RXN SMILES: [NH2:1][C:2]1[CH:3]=[C:4]([C:8]#[C:9][C:10]2[CH:11]=[N:12][CH:13]=[C:14]([CH:19]=2)[C:15]([O:17][CH3:18])=[O:16])[CH:5]=[CH:6][CH:7]=1.[CH3:20][C:21]1[CH:22]=[C:23]([CH:27]=[CH:28][CH:29]=1)[C:24](O)=[O:25]>>[CH3:20][C:21]1[CH:22]=[C:23]([CH:27]=[CH:28][CH:29]=1)[C:24]([NH:1][C:2]1[CH:3]=[C:4]([C:8]#[C:9][C:10]2[CH:11]=[N:12][CH:13]=[C:14]([CH:19]=2)[C:15]([O:17][CH3:18])=[O:16])[CH:5]=[CH:6][CH:7]=1)=[O:25]. Procedure: In a manner similar to that described in Example 1, methyl 5-((3-aminophenyl)ethynyl)nicotinate and 3-methylbenzoic acid are converted to the title compound. The reactants are FC=1C2=CC(=CC=C2C=2C=CC(=CC2C1F)Br)Br (9,10-difluoro-2,7-dibromo-phenanthrene), C(CCCCCCC)[Mg]Br (octylmagnesium bromide), 1,3-bis(diphenylphosphine)butanenickel(ll) chloride. Yields the product FC=1C2=CC(=CC=C2C=2C=CC(=CC2C1F)Br)CCCCCCCC (9,10-difluoro-2-bromo-7-octyl-phenanthrene). Yield: 51.8%. As a reaction SMILES: [F:1][C:2]1[C:3]2[C:8]([C:9]3[CH:10]=[CH:11][C:12]([Br:17])=[CH:13][C:14]=3[C:15]=1[F:16])=[CH:7][CH:6]=[C:5](Br)[CH:4]=2.[CH2:19]([Mg]Br)[CH2:20][CH2:21][CH2:22][CH2:23][CH2:24][CH2:25][CH3:26]>>[F:1][C:2]1[C:3]2[C:8]([C:9]3[CH:10]=[CH:11][C:12]([Br:17])=[CH:13][C:14]=3[C:15]=1[F:16])=[CH:7][CH:6]=[C:5]([CH2:19][CH2:20][CH2:21][CH2:22][CH2:23][CH2:24][CH2:25][CH3:26])[CH:4]=2. Procedure: In analogy to Example 2, from 4.1 g of 9,10-difluoro-2,7-dibromo-phenanthrene and 10 mmol of octylmagnesium bromide. The catalyst used is 0.2 mmol of 1,3-bis(diphenylphosphine)butanenickel(ll) chloride. Chromatography gives 2.1 g of 9,10-difluoro-2-bromo-7-octyl-phenanthrene. Reported procedure: 4.92 g (24.5 mmol) of 1-methylsulfonylpiperazine hydrochloride and 2.7 ml (24.5 mmol) of NMM was dissolved in 50 ml of DMF. After addition of 4 g (29.6 mmol) of HOBt and a solution of 5.93 g (20.4 mmol) of Boc-3-cyano-(L)-phenylalanine in 200 ml of THF, the mixture was cooled to O° C. 5.1 g (24.7 mmol) of DCC were added and the mixture was stirred for 48 hours at room temperature. Afterwards, the precipitated dicyclohexyl urea was filtered off, the THF moiety of the solution evaporated under red... As a reaction SMILES: Cl.[CH3:2][S:3]([N:6]1[CH2:11][CH2:10][NH:9][CH2:8][CH2:7]1)(=[O:5])=[O:4].CN1CCOCC1.C1C=CC2N(O)N=NC=2C=1.[C:29]([NH:36][C@H:37]([C:47](O)=[O:48])[CH2:38][C:39]1[CH:44]=[CH:43][CH:42]=[C:41]([C:45]#[N:46])[CH:40]=1)([O:31][C:32]([CH3:35])([CH3:34])[CH3:33])=[O:30].C1CCC(N=C=NC2CCCCC2)CC1>CN(C=O)C.C1COCC1>[CH3:2][S:3]([N:6]1[CH2:11][CH2:10][N:9]([C:47](=[O:48])[C@H:37]([CH2:38][C:39]2[CH:44]=[CH:43][CH:42]=[C:41]([C:45]#[N:46])[CH:40]=2)[NH:36][C:29]([O:31][C:32]([CH3:35])([CH3:33])[CH3:34])=[O:30])[CH2:8][CH2:7]1)(=[O:5])=[O:4] |f:0.1|. Run at time 48 hour. The reactants are C(=O)(OC(C)(C)C)N[C@@H](CC1=CC(=CC=C1)C#N)C(=O)O (Boc-3-cyano-(L)-phenylalanine), C1CCC(CC1)N=C=NC2CCCCC2 (DCC), Cl.CS(=O)(=O)N1CCNCC1 (1-methylsulfonylpiperazine hydrochloride), CN1CCOCC1 (NMM), C=1C=CC2=C(C1)N=NN2O (HOBt). Product: CS(=O)(=O)N1CCN(CC1)C([C@@H](NC(=O)OC(C)(C)C)CC1=CC(=CC=C1)C#N)=O (Boc-3-cyano-(L)-phenylalanine-4-methylsulfonylpiperazide). Run in C1CCOC1 (THF), CN(C)C=O (DMF).